This data is from the Open Reaction Database (ORD), a public repository of structured organic reaction records. The task is: describe an organic reaction: reactants, conditions, products, and yield The yield is 63.0%. Reactants: O1C(COC2=C(C(=O)OC)C=CC=C2)C1 (methyl 2-(2,3-epoxypropoxy)benzoate), C(C)(C)N (isopropylamine). The product is OC(COC1=C(C(=O)OC)C=CC=C1)CNC(C)C (Methyl 2-[2-Hydroxy-3-(isopropylamino)propoxy]benzoate). Solvent: CO (methanol). As a reaction SMILES: [O:1]1[CH2:15][CH:2]1[CH2:3][O:4][C:5]1[CH:14]=[CH:13][CH:12]=[CH:11][C:6]=1[C:7]([O:9][CH3:10])=[O:8].[CH:16]([NH2:19])([CH3:18])[CH3:17]>CO>[OH:1][CH:2]([CH2:15][NH:19][CH:16]([CH3:18])[CH3:17])[CH2:3][O:4][C:5]1[CH:14]=[CH:13][CH:12]=[CH:11][C:6]=1[C:7]([O:9][CH3:10])=[O:8]. Reported procedure: A mixture of 2.1 g (0.01 mole) of methyl 2-(2,3-epoxypropoxy)benzoate, 10 mL of isopropylamine and 10 mL of methanol was heated to reflux for three hours. The reaction medium was then evaporated under reduced pressure to provide the amine as an oil. The oil was treated with hexane:ethyl acetate (9:1) to generate the free amine as a crystalline product in 63% yield: m.p. 78°-79° C. The NMR spectrum and elemental analysis were consistent with the assigned structure. Starting materials: C(CN)N (ethylenediamine), O=C1C=2N=CN(C2N=CN1)CCC(=O)OCC (3-(1,6-dihydro-6-oxo-9H-purin-9-yl)propionic acid, ethyl ester), C(C)#N (acetonitrile). Solvent: CCOCC (ether). Yields the product O=C1C=2N=CN(C2N=CN1)CCC(=O)NCCN (3-(1,6-dihydro-6-oxo-9H-purin-9-yl)-N-(2-aminoethyl)propanamide). Isolated yield 92.0%. Reaction SMILES: [CH2:1]([NH2:4])[CH2:2][NH2:3].[O:5]=[C:6]1[NH:14][CH:13]=[N:12][C:11]2[N:10]([CH2:15][CH2:16][C:17]([O:19]CC)=O)[CH:9]=[N:8][C:7]1=2.C(#N)C>CCOCC>[O:5]=[C:6]1[NH:14][CH:13]=[N:12][C:11]2[N:10]([CH2:15][CH2:16][C:17]([NH:3][CH2:2][CH2:1][NH2:4])=[O:19])[CH:9]=[N:8][C:7]1=2. Procedure: 1.500 g (25.0 mmol) of ethylenediamine was stirred at room temperature with 250 mg (1.06 mmol) of 3-(1,6-dihydro-6-oxo-9H-purin-9-yl)propionic acid, ethyl ester (AIT-0027) for one hour. The solution was treated with 4 ml acetonitrile and 20 ml of ether with stirring. Upon filtration and washing with ether, this yielded 245 mg of 3-(1,6-dihydro-6-oxo-9H-purin-9-yl)-N-(2-aminoethyl)propanamide (AIT-0058) as a slightly yellow solid. Yield: 92%. Reactants: CCCC[N+](CCCC)(CCCC)CCCC, [F-], CC(C)[Si](OCc1ccc(C(OC2CCCCO2)c2cccc(C#N)c2)cc1)(C(C)C)C(C)C, C1CCOC1, O. Yields the product N#Cc1cccc(C(OC2CCCCO2)c2ccc(CO)cc2)c1. Reaction SMILES: [CH3:2][CH2:3][CH2:4][CH2:5][N+:6]([CH2:7][CH2:8][CH2:9][CH3:10])([CH2:11][CH2:12][CH2:13][CH3:14])[CH2:15][CH2:16][CH2:17][CH3:18].[F-:1].[O:19]1[CH:20]([O:25][CH:26]([c:27]2[cH:28][c:29]([C:30]#[N:31])[cH:32][cH:33][cH:34]2)[c:35]2[cH:36][cH:37][c:38]([CH2:41][O:42][Si:43]([CH:44]([CH3:45])[CH3:46])([CH:47]([CH3:48])[CH3:49])[CH:50]([CH3:51])[CH3:52])[cH:39][cH:40]2)[CH2:21][CH2:22][CH2:23][CH2:24]1.[O:53]1[CH2:54][CH2:55][CH2:56][CH2:57]1.[OH2:58]>>[O:19]1[CH:20]([O:25][CH:26]([c:27]2[cH:28][c:29]([C:30]#[N:31])[cH:32][cH:33][cH:34]2)[c:35]2[cH:36][cH:37][c:38]([CH2:41][OH:42])[cH:39][cH:40]2)[CH2:21][CH2:22][CH2:23][CH2:24]1. Reactants: CC(C)C(=O)NC1CCc2[nH]c3ccc(C#N)cc3c2C1, C1CCOC1, CP(C)C, O=C(N=NC(=O)N1CCCCC1)N1CCCCC1, OCc1ccsc1. Reaction SMILES: [C:1](#[N:2])[c:3]1[cH:4][c:5]2[c:6]3[c:11]([nH:12][c:13]2[cH:14][cH:15]1)[CH2:10][CH2:9][CH:8]([NH:16][C:17]([CH:18]([CH3:19])[CH3:20])=[O:21])[CH2:7]3.[CH2:51]1[O:52][CH2:53][CH2:54][CH2:55]1.[CH3:22][P:23]([CH3:24])[CH3:25].[N:33]([C:34]([N:35]1[CH2:36][CH2:37][CH2:38][CH2:39][CH2:40]1)=[O:41])=[N:42][C:43]([N:44]1[CH2:45][CH2:46][CH2:47][CH2:48][CH2:49]1)=[O:50].[s:26]1[cH:27][c:28]([CH2:31][OH:32])[cH:29][cH:30]1>>[C:1](#[N:2])[c:3]1[cH:4][c:5]2[c:6]3[c:11]([n:12]([CH2:31][c:28]4[cH:27][s:26][cH:30][cH:29]4)[c:13]2[cH:14][cH:15]1)[CH2:10][CH2:9][CH:8]([NH:16][C:17]([CH:18]([CH3:19])[CH3:20])=[O:21])[CH2:7]3. The product is CC(C)C(=O)NC1CCc2c(c3cc(C#N)ccc3n2Cc2ccsc2)C1. Starting materials: Cl (HCl), BrC1=CC=C(C=C1)CC(=O)O (4-Bromophenylacetic acid), BrCCO[Si](C)(C)C(C)(C)C ((2-bromoethoxy)(tert-butyl)dimethylsilane), [Li+].CC(C)[N-]C(C)C (LDA). The solvent is C1CCOC1 (THF). Conditions: temperature -78 celsius, time 20 minute. The product is BrC1=CC=C(C=C1)C1C(OCC1)=O (3-(4-bromophenyl)dihydrofuran-2(3H)-one). The yield is 18.8%. Reaction SMILES: [Br:1][C:2]1[CH:7]=[CH:6][C:5]([CH2:8][C:9]([OH:11])=[O:10])=[CH:4][CH:3]=1.[Li+].[CH3:13][CH:14]([N-]C(C)C)C.BrCCO[Si](C(C)(C)C)(C)C.Cl>C1COCC1>[Br:1][C:2]1[CH:3]=[CH:4][C:5]([CH:8]2[CH2:14][CH2:13][O:10][C:9]2=[O:11])=[CH:6][CH:7]=1 |f:1.2|. Procedure: 4-Bromophenylacetic acid (1.00 g, 4.65 mmol) was dissolved in 45 mls of dry THF and chilled to −78° C. To this was added LDA (9.30 mls, 18.6 mmol, 2M in THF/heptane), resulting in a dark color, and this mixture was stirred at −78° C. for 20 minutes. (2-bromoethoxy)(tert-butyl)dimethylsilane (1.20 mls, 5.58 mmol) was then added via syringe, and then the cooling bath was removed to allowed the reaction to warm to room temperature. Upon warming, the mixture became an amber color. Once at room tempe...